From a dataset of the Open Reaction Database (ORD), a public repository of structured organic reaction records. describe an organic reaction: reactants, conditions, products, and yield Reported procedure: To a 125 ml round-bottomed flask equipped with condenser and N2 inlet were added 6.25 g (29.65 mmol) p-(4-chlorobutyl)acetophenone, 5.57 g (29.65 mmol) tosylhydrazine, and 50 ml ethanol. The reaction was refluxed 3.5 hours, cooled, and evaporated. The residue was taken up in 23.4 ml (326 mmol) thionyl chloride and stirred at room temperature for 3 hours. The reaction mixture was evaporated and the residue chromatographed on silica gel using hexane/methylene chloride as eluent to afford an oil, 6... Reactants: ClCCCCC1=CC=C(C=C1)C(C)=O (p-(4-chlorobutyl)acetophenone), S(=O)(=O)(C1=CC=C(C)C=C1)NN (tosylhydrazine), S(=O)(Cl)Cl (thionyl chloride). Run at time 3 hour. Reaction SMILES: [Cl:1][CH2:2][CH2:3][CH2:4][CH2:5][C:6]1[CH:11]=[CH:10][C:9]([C:12](=O)[CH3:13])=[CH:8][CH:7]=1.[S:15]([NH:25][NH2:26])(C1C=CC(C)=CC=1)(=O)=O.S(Cl)(Cl)=O>C(O)C>[Cl:1][CH2:2][CH2:3][CH2:4][CH2:5][C:6]1[CH:11]=[CH:10][C:9]([C:12]2[N:26]=[N:25][S:15][CH:13]=2)=[CH:8][CH:7]=1. Product: ClCCCCC1=CC=C(C=C1)C=1N=NSC1 (4-(4-(4-Chlorobutyl)phenyl)-1,2,3-thiadiazole). Solvent: C(C)O (ethanol). Starting materials: O (Water), [H-].[Na+] (Sodium hydride), CN(C)C=O (DMF), COC=1C=CC2=C(N(C(CC(N2)=O)=O)C)C1 (8-Methoxy-1-methyl-1,5-dihydrobenzo[b][1,4]diazepine-2,4-dione), CI (Methyl iodide). Solvent: C(C)(=O)OCC (ethyl acetate). Run at temperature 0 celsius, time 1 hour. Yields the product COC1=CC2=C(N(C(C(C(N2C)=O)(C)C)=O)C)C=C1 (7-methoxy-1,3,3,5-tetramethyl-1,5-dihydrobenzo[b][1,4]diazepine-2,4-dione). The yield is 77.0%. As a reaction SMILES: [H-].[Na+].[CH3:3][O:4][C:5]1[CH:6]=[CH:7]C2N[C:13](=O)[CH2:12][C:11](=[O:16])[N:10]([CH3:17])[C:9]=2[CH:18]=1.[CH3:19]I.O.[CH3:22][N:23]([CH:25]=[O:26])[CH3:24]>C(OCC)(=O)C>[CH3:3][O:4][C:5]1[CH:6]=[CH:7][C:22]2[N:23]([CH3:24])[C:25](=[O:26])[C:12]([CH3:13])([CH3:19])[C:11](=[O:16])[N:10]([CH3:17])[C:9]=2[CH:18]=1 |f:0.1|. Procedure: Sodium hydride (60% in oil, 128 mg, 3.2 mmol) was suspended in DMF (10 ml). 8-Methoxy-1-methyl-1,5-dihydrobenzo[b][1,4]diazepine-2,4-dione (176 mg, 0.8 mmol) was added thereto at 0° C., and stirring was conducted at the same temperature for 1 hour. Methyl iodide (0.25 ml, 4.0 mmol) was added to the mixture, and stirred at room temperature overnight. Water was added to the reaction mixture, and extraction with ethyl acetate was performed. The organic layer was washed with water, dried over sodium... The reactants are COC1CN(CC1)C1=NC=C(C=C1)[N+](=O)[O-] (2-(3-methoxy-pyrrolidin-1-yl)-5-nitro-pyridine). The reagents and catalysts are [Pd] (palladium on carbon). Solvent: CCOC(=O)C (EtOAc). Run at time 8 hour. Yields the product COC1CN(CC1)C1=CC=C(C=N1)N (6-(3-methoxy-pyrrolidin-1-yl)-pyridin-3-ylamine). Reaction SMILES: [CH3:1][O:2][CH:3]1[CH2:7][CH2:6][N:5]([C:8]2[CH:13]=[CH:12][C:11]([N+:14]([O-])=O)=[CH:10][N:9]=2)[CH2:4]1>CCOC(C)=O.[Pd]>[CH3:1][O:2][CH:3]1[CH2:7][CH2:6][N:5]([C:8]2[N:9]=[CH:10][C:11]([NH2:14])=[CH:12][CH:13]=2)[CH2:4]1. Procedure details: This nitro compound was dissolved in 10 mL of EtOAc, and treated with 100 mg of 10% palladium on carbon. The reaction was shaken under 50 psi of H2 overnight. The reaction was filtered through a celite pad, and the filtrate was concentrated to afford 6-(3-methoxy-pyrrolidin-1-yl)-pyridin-3-ylamine, which was used directly in the next step without further purification. LRMS calcd for C10H15N3O (m/e) 193, obsd 194 (M+H). The reactants are C(CCC)O (n-butanol), CCCCC(C1=C(C=CC=C1)OC1=CC=CC=C1)C#N (δ-n-butyl o-phenoxybenzyl cyanide), S(O)(O)(=O)=O (sulfuric acid). Run in O (water). Product: C(CCC)OC(C(CCCC)C1=C(C=CC=C1)OC1=CC=CC=C1)=O (n-Butyl-2-(o-phenoxyphenyl)hexanoate). The yield is 104.9%. Reaction SMILES: [CH2:1]([OH:5])[CH2:2][CH2:3][CH3:4].[CH3:6][CH2:7][CH2:8][CH2:9][CH:10]([C:24]#N)[C:11]1[CH:16]=[CH:15][CH:14]=[CH:13][C:12]=1[O:17][C:18]1[CH:23]=[CH:22][CH:21]=[CH:20][CH:19]=1.S(=O)(=O)(O)[OH:27]>O>[CH2:1]([O:5][C:24](=[O:27])[CH:10]([C:11]1[CH:16]=[CH:15][CH:14]=[CH:13][C:12]=1[O:17][C:18]1[CH:23]=[CH:22][CH:21]=[CH:20][CH:19]=1)[CH2:9][CH2:8][CH2:7][CH3:6])[CH2:2][CH2:3][CH3:4]. Procedure: Into a 500-ml round bottom flask are placed 77.7 g (1 mole) of n-butanol, 36.5 g (0.14 mole) of δ-n-butyl o-phenoxybenzyl cyanide and 14.4 g (0.45 mole) of conc. sulfuric acid. The mixture is heated to reflux overnight. It is then cooled, poured into water and extracted with toluene. The combined extracts are washed with water and dried over MgSO4. Solvent is evaporated to give 50 g of product. Reactants: C1CNCCN1, C1=CC=C(C(=C1)Cl)Br. Reagents/catalysts: CC(C)(C)[O-].[Na+], C1=CC=C(C=C1)P(C2=CC=CC=C2)C3=C(C4=CC=CC=C4C=C3)C5=C(C=CC6=CC=CC=C65)P(C7=CC=CC=C7)C8=CC=CC=C8, C1=CC=C(C=C1)/C=C/C(=O)/C=C/C2=CC=CC=C2.C1=CC=C(C=C1)/C=C/C(=O)/C=C/C2=CC=CC=C2.C1=CC=C(C=C1)/C=C/C(=O)/C=C/C2=CC=CC=C2.[Pd].[Pd]. Solvent: CC1=CC=CC=C1. Conditions: temperature 110 celsius. Yields the product C1CN(CCN1)C2=CC=CC=C2Cl. Isolated yield 43.8%. Procedure: To a stirred sol of 1-bromo-2-chlorobenzene (0.606 mL, 5.22 mmol) in toluene (10 mL) was added Pd2(dba)3 (0.239 g, 0.26 mmol), BINAP (0.163 g, 0.26 mmol), sodium tert-butoxide (0.753 g, 7.83 mmol) and piperazine (1.350 g, 15.67 mmol) and the resulting sol was heated at 110 °C for 16h.  Cooled to rt, filtered through a celeite pad, volatiles were evaporated off and residue was column chromatographed (DCM:MeOH 90:10) to afford 1-(2-chlorophenyl)piperazine (0.450 g, 43.8 %) as a gum. Starting materials: [OH-].[Li+] (Lithium hydroxide), O1CCCC1 (tetrahydrofuran), COC=1C=C(C=O)C=CC1N1C=NC(=C1)C (3-methoxy-4-(4-methyl-1H-imidazol-1-yl)benzaldehyde), C(C)OP(OCC)(=O)C1C(N2[C@@H](CC[C@@H]2CC1)C1=CC=C(C=C1)Cl)=O ([(3S,8aR)-3-(4-chlorophenyl)-5-oxooctahydroindolizin-6-yl]phosphonic acid diethyl ester). The solvent is C(C)O (ethanol), O (water). Conditions: time 5 hour. Product: ClC1=CC=C(C=C1)[C@@H]1CC[C@H]2CC\C(\C(N12)=O)=C/C1=CC(=C(C=C1)N1C=NC(=C1)C)OC ((E)-(3S,8aR)-3-(4-chlorophenyl)-6-[3-methoxy-4-(4-methyl-1H-imidazol-1-yl)benzylidene]hexahydroindolizin-5-one). Isolated yield 78.9%. As a reaction SMILES: [OH-].[Li+].O1CCCC1.[CH3:8][O:9][C:10]1[CH:11]=[C:12]([CH:15]=[CH:16][C:17]=1[N:18]1[CH:22]=[C:21]([CH3:23])[N:20]=[CH:19]1)[CH:13]=O.C(OP([CH:32]1[CH2:40][CH2:39][C@@H:38]2[N:34]([C@H:35]([C:41]3[CH:46]=[CH:45][C:44]([Cl:47])=[CH:43][CH:42]=3)[CH2:36][CH2:37]2)[C:33]1=[O:48])(=O)OCC)C>O.C(O)C>[Cl:47][C:44]1[CH:43]=[CH:42][C:41]([C@H:35]2[N:34]3[C@H:38]([CH2:39][CH2:40]/[C:32](=[CH:13]\[C:12]4[CH:15]=[CH:16][C:17]([N:18]5[CH:22]=[C:21]([CH3:23])[N:20]=[CH:19]5)=[C:10]([O:9][CH3:8])[CH:11]=4)/[C:33]3=[O:48])[CH2:37][CH2:36]2)=[CH:46][CH:45]=1 |f:0.1|. Procedure details: Lithium hydroxide (355 mg) was added to a solution mixture of tetrahydrofuran (8 mL)-ethanol (30 mL) of 3-methoxy-4-(4-methyl-1H-imidazol-1-yl)benzaldehyde (875 mg) and [(3S,8aR)-3-(4-chlorophenyl)-5-oxooctahydroindolizin-6-yl]phosphonic acid diethyl ester (2.5 g). The resulting reaction solution was stirred under light-shielded conditions at room temperature for 5 hr and then poured into iced-water. The resulting mixture was extracted with ethyl acetate. The extract solution was washed with sat... Product: O1CCN(CC1)CC1=CC=C(C=C1)C(=O)OC=1C=CC2=C([C@H](CCC3=C2C(=C(C(=C3)OC)OC)OC)NC(C)=O)C1 (N-[(5S)-3-(4-{morpholinomethyl}phenylcarbonyloxy)-9,10,11-trimethoxy-6,7-dihydro-5H-dibenzo[a,c]cyclohepten-5-yl]acetamide). Reported procedure: Using an analogous procedure to that described for Example 16, N-[(5S)-3-(4-chloromethylphenylcarbonyloxy)-9,10,11-trimethoxy-6,7-dihydro-5H-dibenzo[a,c]cyclohepten-5-yl]acetamide was reacted with morpholine to give N-[(5S)-3-(4-{morpholinomethyl}phenylcarbonyloxy)-9,10,11-trimethoxy-6,7-dihydro-5H-dibenzo[a,c]cyclohepten-5-yl]acetamide. Isolated yield 86.0%. Reactants: ClCC1=CC=C(C=C1)C(=O)OC=1C=CC2=C([C@H](CCC3=C2C(=C(C(=C3)OC)OC)OC)NC(C)=O)C1 (N-[(5S)-3-(4-chloromethylphenylcarbonyloxy)-9,10,11-trimethoxy-6,7-dihydro-5H-dibenzo[a,c]cyclohepten-5-yl]acetamide), N1CCOCC1 (morpholine). As a reaction SMILES: Cl[CH2:2][C:3]1[CH:8]=[CH:7][C:6]([C:9]([O:11][C:12]2[CH:13]=[CH:14][C:15]3[C:21]4[C:22]([O:30][CH3:31])=[C:23]([O:28][CH3:29])[C:24]([O:26][CH3:27])=[CH:25][C:20]=4[CH2:19][CH2:18][C@H:17]([NH:32][C:33](=[O:35])[CH3:34])[C:16]=3[CH:36]=2)=[O:10])=[CH:5][CH:4]=1.[NH:37]1[CH2:42][CH2:41][O:40][CH2:39][CH2:38]1>>[O:40]1[CH2:41][CH2:42][N:37]([CH2:2][C:3]2[CH:8]=[CH:7][C:6]([C:9]([O:11][C:12]3[CH:13]=[CH:14][C:15]4[C:21]5[C:22]([O:30][CH3:31])=[C:23]([O:28][CH3:29])[C:24]([O:26][CH3:27])=[CH:25][C:20]=5[CH2:19][CH2:18][C@H:17]([NH:32][C:33](=[O:35])[CH3:34])[C:16]=4[CH:36]=3)=[O:10])=[CH:5][CH:4]=2)[CH2:38][CH2:39]1.